From a dataset of the Open Reaction Database (ORD), a public repository of structured organic reaction records. describe an organic reaction: reactants, conditions, products, and yield The reactants are ClC=1C(=NC=C(N1)OC1=C(C=C(C=C1)F)F)C(=O)C1=C(C=CC=C1)Cl ([3-chloro-5-(2,4-difluorophenoxyl)pyrazin-2-yl]-(2-chlorophenyl)methanone), O.NN (hydrazine hydrate). RXN SMILES: Cl[C:2]1[C:3]([C:17]([C:19]2[CH:24]=[CH:23][CH:22]=[CH:21][C:20]=2[Cl:25])=O)=[N:4][CH:5]=[C:6]([O:8][C:9]2[CH:14]=[CH:13][C:12]([F:15])=[CH:11][C:10]=2[F:16])[N:7]=1.O.[NH2:27][NH2:28]>C(O)C>[Cl:25][C:20]1[CH:21]=[CH:22][CH:23]=[CH:24][C:19]=1[C:17]1[C:3]2[C:2](=[N:7][C:6]([O:8][C:9]3[CH:14]=[CH:13][C:12]([F:15])=[CH:11][C:10]=3[F:16])=[CH:5][N:4]=2)[NH:28][N:27]=1 |f:1.2|. The product is ClC1=C(C=CC=C1)C1=NNC2=NC(=CN=C21)OC2=C(C=C(C=C2)F)F (3-(2-chlorophenyl)-6-(2,4-difluorophenoxy)-1H-pyrazolo[3,4-b]pyrazine). Isolated yield 42.1%. Run in C(C)O (ethanol). Reported procedure: To a solution of [3-chloro-5-(2,4-difluorophenoxyl)pyrazin-2-yl]-(2-chlorophenyl)methanone (0.73 g, 1.9 mmol, 1.0 eq) in ethanol was added hydrazine hydrate (0.19 mL, 3.8 mmol, 2.0 eq). The resulting mixture was refluxed under nitrogen for 0.5 hours. The reaction mixture was cooled and filtered to give 3-(2-chlorophenyl)-6-(2,4-difluorophenoxy)-1H-pyrazolo[3,4-b]pyrazine (0.285 g, 0.8 mmol, 42% yield) as a solid. MP=240.5-241.5° C. Mass spec., M+1=359. Starting materials: NC1=C(C#N)C=CC(=C1)N (2,4-diaminobenzonitrile), C(C(=O)OC)(=O)OC (dimethyl oxalate). Yields the product C(#N)C1=C(C=C(C=C1)NC(C(=O)OC)=O)NC(C(=O)OC)=O (Dimethyl N,N'-(4-cyano-m-phenylene)dioxamate). Isolated yield 80.7%. Reaction SMILES: [NH2:1][C:2]1[CH:9]=[C:8]([NH2:10])[CH:7]=[CH:6][C:3]=1[C:4]#[N:5].[C:11]([O:17][CH3:18])(=[O:16])[C:12](OC)=[O:13]>>[C:4]([C:3]1[CH:6]=[CH:7][C:8]([NH:10][C:12](=[O:13])[C:11]([O:17][CH3:18])=[O:16])=[CH:9][C:2]=1[NH:1][C:12](=[O:13])[C:11]([O:17][CH3:18])=[O:16])#[N:5]. Procedure: A mixture of 29.0 grams (0.218 mole) of 2,4-diaminobenzonitrile and 255 grams of dimethyl oxalate is refluxed for 3 hours. The excess dimethyl oxalate is distilled off in vacuo. The residue is boiled with 150 ml. of methanol and filtered. The filtrate is poured into 900 ml. of water and the tan precipitate removed by filtration. There is obtained 53.7 grams (81%) of tan needles melting at 155°-160°. The product is boiled in 1800 ml. of methanol and the insoluble material removed by filtration. T... Procedure details: 2-Chloro-4-(N-methylphenylamino)thieno[2,3-d]pyrimidine (1.5 g, 0.0054 mol) and o-toluidine (1.3 g, 0.012 mol) were heated at 160° in an oil bath for 2 hours. The addition of methanol gave a solid which was collected by filtration and dried. Recrystallization from ethanolic HCl gave the title compound as a partial hydrochloride salt, (1.13 g), m.p. 210°-212°. The product is Cl.CC1=C(C=CC=C1)NC=1N=C(C2=C(N1)SC=C2)N(C)C2=CC=CC=C2 (2-(2-Methylphenylamino)-4-(N-methylphenylamino)thieno[2,3-d]pyrimidine hydrochloride), hydrochloride salt. Solvent: CO (methanol). The reactants are ClC=1N=C(C2=C(N1)SC=C2)N(C)C2=CC=CC=C2 (2-Chloro-4-(N-methylphenylamino)thieno[2,3-d]pyrimidine), NC=1C(=CC=CC1)C (o-toluidine). RXN SMILES: [Cl:1][C:2]1[N:3]=[C:4]([N:11]([C:13]2[CH:18]=[CH:17][CH:16]=[CH:15][CH:14]=2)[CH3:12])[C:5]2[CH:10]=[CH:9][S:8][C:6]=2[N:7]=1.[NH2:19][C:20]1[C:21]([CH3:26])=[CH:22][CH:23]=[CH:24][CH:25]=1>CO>[ClH:1].[CH3:26][C:21]1[CH:22]=[CH:23][CH:24]=[CH:25][C:20]=1[NH:19][C:2]1[N:3]=[C:4]([N:11]([C:13]2[CH:18]=[CH:17][CH:16]=[CH:15][CH:14]=2)[CH3:12])[C:5]2[CH:10]=[CH:9][S:8][C:6]=2[N:7]=1 |f:3.4|. Starting materials: Fc1ccc(CBr)cc1Cl, [H-], [Na+], CN(C)C=O, CN(C)C(=O)c1c2c(c(O)c(=O)n1C)C(=O)NCC2. Product: CN(C)C(=O)c1c2c(c(O)c(=O)n1C)C(=O)N(Cc1ccc(F)c(Cl)c1)CC2. Reaction SMILES: [Cl:22][c:23]1[cH:24][c:25]([CH2:26][Br:27])[cH:28][cH:29][c:30]1[F:31].[H-:21].[Na+:20].[O:32]=[CH:33][N:34]([CH3:35])[CH3:36].[OH:1][c:2]1[c:3](=[O:19])[n:4]([CH3:18])[c:5]([C:13](=[O:14])[N:15]([CH3:16])[CH3:17])[c:6]2[c:11]1[C:10](=[O:12])[NH:9][CH2:8][CH2:7]2>>[OH:1][c:2]1[c:3](=[O:19])[n:4]([CH3:18])[c:5]([C:13](=[O:14])[N:15]([CH3:16])[CH3:17])[c:6]2[c:11]1[C:10](=[O:12])[N:9]([CH2:26][c:25]1[cH:24][c:23]([Cl:22])[c:30]([F:31])[cH:29][cH:28]1)[CH2:8][CH2:7]2. The reactants are COC(=O)c1c(OS(=O)(=O)C(F)(F)F)c2cc(OCc3ccccc3)ccc2c(=O)n1CC(C)C, CO, Cc1ccccc1, [Na+], [Na+], O=C([O-])[O-], O, c1ccc(P(c2ccccc2)(c2ccccc2)[Pd](P(c2ccccc2)(c2ccccc2)c2ccccc2)(P(c2ccccc2)(c2ccccc2)c2ccccc2)P(c2ccccc2)(c2ccccc2)c2ccccc2)cc1, OB(O)c1cccs1. Product: COC(=O)c1c(-c2cccs2)c2cc(OCc3ccccc3)ccc2c(=O)n1CC(C)C. RXN SMILES: [CH2:1]([c:2]1[cH:3][cH:4][cH:5][cH:6][cH:7]1)[O:8][c:9]1[cH:10][c:11]2[c:12]([O:28][S:29]([C:30]([F:31])([F:32])[F:33])(=[O:34])=[O:35])[c:13]([C:24](=[O:25])[O:26][CH3:27])[n:14]([CH2:20][CH:21]([CH3:22])[CH3:23])[c:15](=[O:19])[c:16]2[cH:17][cH:18]1.[CH3:135][OH:136].[CH3:50][c:51]1[cH:52][cH:53][cH:54][cH:55][cH:56]1.[Na+:44].[Na+:45].[O-:46][C:47](=[O:48])[O-:49].[OH2:134].[cH:57]1[cH:58][cH:59][c:60]([P:61]([Pd:62]([P:63]([c:64]2[cH:65][cH:66][cH:67][cH:68][cH:69]2)([c:70]2[cH:71][cH:72][cH:73][cH:74][cH:75]2)[c:76]2[cH:77][cH:78][cH:79][cH:80][cH:81]2)([P:82]([c:83]2[cH:84][cH:85][cH:86][cH:87][cH:88]2)([c:89]2[cH:90][cH:91][cH:92][cH:93][cH:94]2)[c:95]2[cH:96][cH:97][cH:98][cH:99][cH:100]2)[P:101]([c:102]2[cH:103][cH:104][cH:105][cH:106][cH:107]2)([c:108]2[cH:109][cH:110][cH:111][cH:112][cH:113]2)[c:114]2[cH:115][cH:116][cH:117][cH:118][cH:119]2)([c:120]2[cH:121][cH:122][cH:123][cH:124][cH:125]2)[c:126]2[cH:127][cH:128][cH:129][cH:130][cH:131]2)[cH:132][cH:133]1.[s:36]1[c:37]([B:41]([OH:42])[OH:43])[cH:38][cH:39][cH:40]1>>[CH2:1]([c:2]1[cH:3][cH:4][cH:5][cH:6][cH:7]1)[O:8][c:9]1[cH:10][c:11]2[c:12](-[c:37]3[s:36][cH:40][cH:39][cH:38]3)[c:13]([C:24](=[O:25])[O:26][CH3:27])[n:14]([CH2:20][CH:21]([CH3:22])[CH3:23])[c:15](=[O:19])[c:16]2[cH:17][cH:18]1. Starting materials: Cl.NO (hydroxylamine hydrochloride), acid chloride, NO (hydroxylamine), C(C(=O)Cl)(=O)Cl (oxalyl chloride), CN(C)C=O (DMF), Cl (HCl), COC1=CC=C(C=C1)S(=O)(=O)N1N(CC=C(C=C1)S(=O)(=O)C1=CC=C(C=C1)OC)C(=O)O (1,5-di-[(4-methoxyphenyl)sulfonyl]-diazepine-2-carboxylic acid). The solvent is O (water), C1CCOC1 (THF), O (water), C(Cl)Cl (methylene chloride). Conditions: time 30 minute. The product is ONC(=O)N1N(C=CC(=CC1)S(=O)(=O)C1=CC=C(C=C1)OC)S(=O)(=O)C1=CC=C(C=C1)OC (N-Hydroxy-1,5-di-[(4-methoxyphenyl)sulfonyl]-diazepine-2-carboxamide). As a reaction SMILES: [CH3:1][O:2][C:3]1[CH:8]=[CH:7][C:6]([S:9]([N:12]2[CH:18]=[CH:17][C:16]([S:19]([C:22]3[CH:27]=[CH:26][C:25]([O:28][CH3:29])=[CH:24][CH:23]=3)(=[O:21])=[O:20])=[CH:15][CH2:14][N:13]2[C:30](O)=[O:31])(=[O:11])=[O:10])=[CH:5][CH:4]=1.C(Cl)(=O)C(Cl)=O.CN(C=O)C.Cl.[NH2:45][OH:46].NO.Cl>C(Cl)Cl.O.C1COCC1>[OH:46][NH:45][C:30]([N:13]1[CH2:14][CH:15]=[C:16]([S:19]([C:22]2[CH:23]=[CH:24][C:25]([O:28][CH3:29])=[CH:26][CH:27]=2)(=[O:21])=[O:20])[CH:17]=[CH:18][N:12]1[S:9]([C:6]1[CH:5]=[CH:4][C:3]([O:2][CH3:1])=[CH:8][CH:7]=1)(=[O:10])=[O:11])=[O:31] |f:3.4|. Procedure details: The 1,5-di-[(4-methoxyphenyl)sulfonyl]-diazepine-2-carboxylic acid (0.60 g, 1.24 mmol) is dissolved in methylene chloride (15 mL) at room temperature followed the addition of oxalyl chloride (0.32 mL, 2.54 mmol) and slow addition of DMF (0.09 g, 1.24 mmol). This solution is stirred for 30 minutes at room temperature. In a separate flask, hydroxylamine hydrochloride (0.34 g, 5.0 mmol) in water (5 mL) and THF (7 mL) is stirred at 0° C., and then triethylamnine (1.0 mL, 6 equiv) is added. This solu... Reactants: COC(=O)C1CN(C1)C1=CC=C(C=C1)C=NO (1-[4-(hydroxyimino-methyl)-phenyl]-azetidine-3-carboxylic acid methyl ester), ClN1C(CCC1=O)=O (N-chloro succinimide), ClC1=C(C(=CC(=C1)C(=C)C(F)(F)F)Cl)Cl (1,2,3-trichloro-5-(1-trifluoromethyl-vinyl)-benzene), C(O)([O-])=O.[K+] (potassium hydrogen carbonate). The solvent is CN(C)C=O (DMF). Run at temperature 45 celsius, time 30 minute. The product is COC(=O)C1CN(C1)C1=C(C=C(C=C1)C1=NOC(C1)(C(F)(F)F)C1=CC(=C(C(=C1)Cl)Cl)Cl)Cl (1-{2-chloro-4-[5-(3,4,5-trichloro-phenyl)-5-trifluoromethyl-4,5-dihydroisoxazol-3-yl]-phenyl}-azetidine-3-carboxylic acid methyl ester). Isolated yield 38.6%. Reaction SMILES: [CH3:1][O:2][C:3]([CH:5]1[CH2:8][N:7]([C:9]2[CH:14]=[CH:13][C:12]([CH:15]=[N:16][OH:17])=[CH:11][CH:10]=2)[CH2:6]1)=[O:4].[Cl:18]N1C(=O)CCC1=O.C(=O)([O-])O.[K+].[Cl:31][C:32]1[CH:37]=[C:36]([C:38]([C:40]([F:43])([F:42])[F:41])=[CH2:39])[CH:35]=[C:34]([Cl:44])[C:33]=1[Cl:45]>CN(C=O)C>[CH3:1][O:2][C:3]([CH:5]1[CH2:8][N:7]([C:9]2[CH:14]=[CH:13][C:12]([C:15]3[CH2:39][C:38]([C:36]4[CH:37]=[C:32]([Cl:31])[C:33]([Cl:45])=[C:34]([Cl:44])[CH:35]=4)([C:40]([F:42])([F:43])[F:41])[O:17][N:16]=3)=[CH:11][C:10]=2[Cl:18])[CH2:6]1)=[O:4] |f:2.3|. Reported procedure: To a stirred solution of 1-[4-(hydroxyimino-methyl)-phenyl]-azetidine-3-carboxylic acid methyl ester (Preparation 10, 0.95 g, 4.059 mmol, 1 eq.) in DMF (10 mL) was added N-chloro succinimide (0.59 g, 4.46 mmol) at room temperature. Resulting reaction mixture was stirred at 45° C. for 30 minutes. After complete consumption of starting material to chloro intermediate, reaction mixture was cooled to room temperature, potassium hydrogen carbonate (0.61 g, 6.089 mmol) was added followed by of 1,2,3-t... Reactants: C(C)(C)(C)OC(=O)N(C1CCNCC1)C (4-[(tert-butoxycarbonyl)(methyl)amino]piperidine), BrC=1SC(=C(N1)C)C(=O)OCC (ethyl 2-bromo-4-methylthiazole-5-carboxylate), C(C)(C)N(CC)C(C)C (diisopropylethylamine). Product: C(C)(C)(C)OC(=O)N(C1CCN(CC1)C=1SC(=C(N1)C)C(=O)OCC)C (Ethyl 2-{4-[(tert-butoxycarbonyl)(methyl)amino]piperidin-1-yl}-4-methyl-1,3-thiazole-5-carboxylate). The yield is 87.6%. RXN SMILES: [C:1]([O:5][C:6]([N:8]([CH3:15])[CH:9]1[CH2:14][CH2:13][NH:12][CH2:11][CH2:10]1)=[O:7])([CH3:4])([CH3:3])[CH3:2].Br[C:17]1[S:18][C:19]([C:23]([O:25][CH2:26][CH3:27])=[O:24])=[C:20]([CH3:22])[N:21]=1.C(N(C(C)C)CC)(C)C>>[C:1]([O:5][C:6]([N:8]([CH3:15])[CH:9]1[CH2:10][CH2:11][N:12]([C:17]2[S:18][C:19]([C:23]([O:25][CH2:26][CH3:27])=[O:24])=[C:20]([CH3:22])[N:21]=2)[CH2:13][CH2:14]1)=[O:7])([CH3:4])([CH3:3])[CH3:2]. Procedure details: The same operation as in Example (217a) was performed using 4-[(tert-butoxycarbonyl)(methyl)amino]piperidine (386 mg, 1.80 mmol), ethyl 2-bromo-4-methylthiazole-5-carboxylate (300 mg, 1.20 mmol) and diisopropylethylamine (0.42 mL, 2.40 mmol), to obtain 403 mg of the title compound as a colorless oily substance (88%).